Dataset: the Open Reaction Database (ORD), a public repository of structured organic reaction records. Task: describe an organic reaction: reactants, conditions, products, and yield Starting materials: OC1=CC=C(C(=O)C2=CC=CC=C2)C=C1 (4-hydroxybenzophenone), C(C(=C)C)(=O)O (methacrylic acid), tetrabutylammonium salt, [OH-].C(CCC)[N+](CCCC)(CCCC)CCCC (tetrabutylammonium hydroxide), benzylic bromide. The solvent is C(C)(C)O (isopropanol), C(C)(C)O (isopropanol). Yields the product C(C(=C)C)(=O)[O-] (methacrylate), C(C1=CC=CC=C1)(=O)C1=CC=CC=C1 (benzophenone). As a reaction SMILES: [OH-].C([N+](CCCC)(CCCC)CCCC)CCC.[C:19]([OH:24])(=[O:23])[C:20]([CH3:22])=[CH2:21].O[C:26]1[CH:39]=[CH:38][C:29]([C:30]([C:32]2[CH:37]=[CH:36][CH:35]=[CH:34][CH:33]=2)=[O:31])=[CH:28][CH:27]=1>C(O)(C)C>[C:19]([O-:24])(=[O:23])[C:20]([CH3:22])=[CH2:21].[C:30]([C:32]1[CH:37]=[CH:36][CH:35]=[CH:34][CH:33]=1)(=[O:31])[C:29]1[CH:38]=[CH:39][CH:26]=[CH:27][CH:28]=1 |f:0.1|. Procedure details: In the following example, a terpolymer derivative having 0.88 mole % methacrylate and 0.07 mole % benzophenone (graft ratio 92.7%:7.3% methacrylate:benzophenone) was prepared by a procedure to Example A-3 except that the tetrabutylammonium salt was prepared by charging 101.3 mL tetrabutylammonium hydroxide (1.0 M in methanol), 8.3 g (8.2 mL) methacrylic acid, 1.01 g 4-hydroxybenzophenone, and 100 mL isopropanol to a second flask and stirring at room temperature to give a translucent yellowish so... Product: CCc1cnn(C2CC(n3cnc4c(NCC(c5ccccc5)c5ccccc5)nc(N5CCC(NC(=O)OC(C)(C)C)C5)nc43)C(O)C2O)c1. The reactants are CC(C)(C)OC(=O)NC1CCNC1, CCc1cnn(C2CC(n3cnc4c(NCC(c5ccccc5)c5ccccc5)nc(Cl)nc43)C(O)C2O)c1, O=C(O)C(F)(F)F, OCc1cnn(C2CC(n3cnc4c(NCC(c5ccccc5)c5ccccc5)nc(NCCN5CCCCC5)nc43)C(O)C2O)c1. RXN SMILES: [C:94]([CH3:95])([CH3:96])([CH3:97])[O:98][C:99]([NH:100][CH:101]1[CH2:102][NH:103][CH2:104][CH2:105]1)=[O:106].[Cl:1][c:2]1[n:3][c:4]([NH:25][CH2:26][CH:27]([c:28]2[cH:29][cH:30][cH:31][cH:32][cH:33]2)[c:34]2[cH:35][cH:36][cH:37][cH:38][cH:39]2)[c:5]2[n:6][cH:7][n:8]([CH:11]3[CH:12]([OH:24])[CH:13]([OH:23])[CH:14]([n:16]4[n:17][cH:18][c:19]([CH2:21][CH3:22])[cH:20]4)[CH2:15]3)[c:9]2[n:10]1.[F:40][C:41]([F:42])([F:43])[C:44]([OH:45])=[O:46].[c:47]1([CH:48]([c:49]2[cH:50][cH:51][cH:52][cH:53][cH:54]2)[CH2:55][NH:56][c:57]2[n:58][c:59]([NH:60][CH2:61][CH2:62][N:63]3[CH2:64][CH2:65][CH2:66][CH2:67][CH2:68]3)[n:69][c:70]3[c:71]2[n:72][cH:73][n:74]3[CH:75]2[CH2:76][CH:77]([n:78]3[cH:79][c:80]([CH2:81][OH:82])[cH:83][n:84]3)[CH:85]([OH:86])[CH:87]2[OH:88])[cH:89][cH:90][cH:91][cH:92][cH:93]1>>[c:2]1([N:103]2[CH2:102][CH:101]([NH:100][C:99]([O:98][C:94]([CH3:95])([CH3:96])[CH3:97])=[O:106])[CH2:105][CH2:104]2)[n:3][c:4]([NH:25][CH2:26][CH:27]([c:28]2[cH:29][cH:30][cH:31][cH:32][cH:33]2)[c:34]2[cH:35][cH:36][cH:37][cH:38][cH:39]2)[c:5]2[n:6][cH:7][n:8]([CH:11]3[CH:12]([OH:24])[CH:13]([OH:23])[CH:14]([n:16]4[n:17][cH:18][c:19]([CH2:21][CH3:22])[cH:20]4)[CH2:15]3)[c:9]2[n:10]1. The reactants are N (ammonia), CC1=CC(=NC=C1)O (4-methyl-pyridin-2-ol), CCOC(=O)C (EtOAc), C1CC(=O)N(C1=O)Br (NBS). Run in C(C)(=O)O (acetic acid). Reaction conditions: time 30 minute. Product: BrC=1C(=NC=CC1C)O (3-Bromo-4-methyl-pyridin-2-ol), solid. As a reaction SMILES: [CH3:1][C:2]1[CH:7]=[CH:6][N:5]=[C:4]([OH:8])[CH:3]=1.CCOC(C)=O.C1C(=O)N([Br:22])C(=O)C1.N>C(O)(=O)C>[Br:22][C:3]1[C:4]([OH:8])=[N:5][CH:6]=[CH:7][C:2]=1[CH3:1]. Procedure details: A solution of 4-methyl-pyridin-2-ol V-a (25 g, 229 mmol) in glacial acetic acid (350 mL) and EtOAc (680 mL) was treated with NBS (37.4 g, 210 mmol) and stirred at room temperature for 30 min. The mixture was then taken to pH 8 with aqueous ammonia and extracted with EtOAc. The separated organics were washed with 1:1 H2O/brine then dried (MgSO4), filtered and evaporated before purification by silica column chromatography (1-4% EtOH/DCM) to afford the desired product V-b as a white solid (8.66 g).... Reactants: Cc1ccc(Br)cn1, O=C(OOC(=O)c1ccccc1)c1ccccc1, ClC(Cl)(Cl)Cl, O=C1CCC(=O)N1Br. Yields the product BrCc1ccc(Br)cn1. Reaction SMILES: [Br:1][c:2]1[cH:3][cH:4][c:5]([CH3:8])[n:6][cH:7]1.[C:17]([O:18][O:19][C:20](=[O:21])[c:22]1[cH:23][cH:24][cH:25][cH:26][cH:27]1)(=[O:28])[c:29]1[cH:30][cH:31][cH:32][cH:33][cH:34]1.[Cl:35][C:36]([Cl:37])([Cl:38])[Cl:39].[O:9]=[C:10]1[N:11]([Br:16])[C:12](=[O:13])[CH2:14][CH2:15]1>>[Br:1][c:2]1[cH:3][cH:4][c:5]([CH2:8][Br:16])[n:6][cH:7]1. Yields the product Cl.N=C1NC(C2=C(C(=CC(=C12)C)C)C)=C1C(N=C(S1)NC1=CC=C(C=C1)Cl)=N (1-imino-4,5,7-trimethyl-3-[2-(p-chloroanilino)-4-imino-2-thiazolin-5-ylidene]isoindoline hydrochloride). Starting materials: CC1=C2C(NC(C2=C(C=C1C)C)=N)=N (4,5,7-trimethyl-1,3-diiminoisoindoline), Cl.N1(CCCCC1)C=1SCC(N1)=N (2-piperidino-4-imino-2-thiazoline hydrochloride), Cl.ClC1=CC=C(NC=2SCC(N2)=N)C=C1 (2-(p-chloroanilino)-4-imino-2-thiazoline hydrochloride), N=C1NC(C2=CC=CC=C12)=N (1,3-diiminoisoindoline). Reported procedure: Employing a procedure similar to that described in Example 9, part B above, but substituting equivalent amounts of 4,5,7-trimethyl-1,3-diiminoisoindoline and 2-(p-chloroanilino)-4-imino-2-thiazoline hydrochloride for 1,3-diiminoisoindoline and 2-piperidino-4-imino-2-thiazoline hydrochloride respectively, there is obtained as the product 1-imino-4,5,7-trimethyl-3-[2-(p-chloroanilino)-4-imino-2-thiazolin-5-ylidene]isoindoline hydrochloride. RXN SMILES: [CH3:1][C:2]1[C:10]([CH3:11])=[CH:9][C:8]([CH3:12])=[C:7]2[C:3]=1[C:4](=N)[NH:5][C:6]2=[NH:13].Cl.[Cl:16][C:17]1[CH:29]=[CH:28][C:20]([NH:21][C:22]2[S:23][CH2:24][C:25](=[NH:27])[N:26]=2)=[CH:19][CH:18]=1.N=C1C2C(=CC=CC=2)C(=N)N1.Cl.N1(C2SCC(=N)N=2)CCCCC1>>[ClH:16].[NH:13]=[C:6]1[C:7]2[C:3](=[C:2]([CH3:1])[C:10]([CH3:11])=[CH:9][C:8]=2[CH3:12])[C:4](=[C:24]2[S:23][C:22]([NH:21][C:20]3[CH:19]=[CH:18][C:17]([Cl:16])=[CH:29][CH:28]=3)=[N:26][C:25]2=[NH:27])[NH:5]1 |f:1.2,4.5,6.7|.